This data is from the Open Reaction Database (ORD), a public repository of structured organic reaction records. The task is: describe an organic reaction: reactants, conditions, products, and yield The reactants are NaCl ice, C[Mg]Br (methylmagnesium bromide), C(C)(C)(C)OC(N[C@H](C)C(N(C)OC)=O)=O ([(R)-1-(methoxy-methyl-carbamoyl)-ethyl]-carbamic acid tert-butyl ester). Run in C1CCOC1 (THF). Yields the product C(C)(C)(C)OC(N[C@@H](C(C)=O)C)=O (((R)-1-methyl-2-oxo-propyl)-carbamic acid tert-butyl ester). Isolated yield 91.5%. As a reaction SMILES: [C:1]([O:5][C:6](=[O:16])[NH:7][C@@H:8]([C:10](=[O:15])N(OC)C)[CH3:9])([CH3:4])([CH3:3])[CH3:2].[CH3:17][Mg]Br>C1COCC1>[C:1]([O:5][C:6](=[O:16])[NH:7][C@H:8]([CH3:9])[C:10](=[O:15])[CH3:17])([CH3:2])([CH3:3])[CH3:4]. Procedure details: In a round-bottomed flask, [(R)-1-(methoxy-methyl-carbamoyl)-ethyl]-carbamic acid tert-butyl ester (3.00 g, 12.9 mmol) was dissolved in THF (100 ml). The solution was cooled to −16° C. (NaCl/ice bath) and methylmagnesium bromide (3.0 M in diethyl ether, 12.0 ml, 36.0 mmol) was added dropwise over 20 min. After the addition, the reaction mixture was allowed to warm slowly to room temperature overnight. The reaction mixture was cooled to 0° C., quenched with saturated aqueous NH4Cl and extracted w... Reactants: O=C([O-])[O-], CCO, [K+], [K+], O=C(Nc1ccc2[nH]cc(Br)c2c1)C1(c2ccc3c(c2)OCO3)CC1, OB(O)c1ccccc1. Product: O=C(Nc1ccc2[nH]cc(-c3ccccc3)c2c1)C1(c2ccc3c(c2)OCO3)CC1. Reaction SMILES: [C:35](=[O:36])([O-:37])[O-:38].[CH3:41][CH2:42][OH:43].[K+:39].[K+:40].[O:10]1[CH2:11][O:12][c:13]2[c:14]1[cH:15][cH:16][c:17]([C:19]1([C:22](=[O:23])[NH:24][c:25]3[cH:26][c:27]4[c:28]([Br:34])[cH:29][nH:30][c:31]4[cH:32][cH:33]3)[CH2:20][CH2:21]1)[cH:18]2.[c:1]1([B:7]([OH:8])[OH:9])[cH:2][cH:3][cH:4][cH:5][cH:6]1>>[c:1]1(-[c:28]2[c:27]3[cH:26][c:25]([NH:24][C:22]([C:19]4([c:17]5[cH:16][cH:15][c:14]6[c:13]([cH:18]5)[O:12][CH2:11][O:10]6)[CH2:20][CH2:21]4)=[O:23])[cH:33][cH:32][c:31]3[nH:30][cH:29]2)[cH:2][cH:3][cH:4][cH:5][cH:6]1. Reactants: C(C1=CC=CC=C1)OC1=C(C=O)C=CC=C1C (2-(benzyloxy)-3-methylbenzaldehyde), C(CC(=O)O)(=O)O (propanedioic acid), N1CCCCC1 (piperidine). Run in N1=CC=CC=C1 (pyridine). Product: C(C1=CC=CC=C1)OC1=C(C=CC=C1C)\C=C/C(=O)O ((2Z)-3-[2-(benzyloxy)-3-methylphenyl]prop-2-enoic acid). As a reaction SMILES: [CH2:1]([O:8][C:9]1[C:16]([CH3:17])=[CH:15][CH:14]=[CH:13][C:10]=1[CH:11]=O)[C:2]1[CH:7]=[CH:6][CH:5]=[CH:4][CH:3]=1.C(O)(=O)[CH2:19][C:20]([OH:22])=[O:21].N1CCCCC1>N1C=CC=CC=1>[CH2:1]([O:8][C:9]1[C:16]([CH3:17])=[CH:15][CH:14]=[CH:13][C:10]=1/[CH:11]=[CH:19]\[C:20]([OH:22])=[O:21])[C:2]1[CH:7]=[CH:6][CH:5]=[CH:4][CH:3]=1. Reported procedure: Into a 500-mL 3-necked round-bottom flask purged and maintained with an inert atmosphere of nitrogen, was placed 2-(benzyloxy)-3-methylbenzaldehyde (20 g, 88.39 mmol, 1.00 equiv), propanedioic acid (27.6 g, 265.23 mmol, 3.00 equiv), piperidine (1.5 g, 17.62 mmol, 0.20 equiv) and pyridine (200 mL). The resulting solution was heated to reflux for 2 h in an oil bath. The reaction was then quenched by the addition of 1.5 L of water/ice. The pH value of the solution was adjusted to 2-3 with hydrogen ... Product: NC1=C(C=C(C(=C1)SC1=C2C=CN=CC2=CC=C1)[N+](=O)[O-])NC(CCC)=O (N1-[2-amino-4-(5-isoquinolylsulfanyl)-5-nitrophenyl]butanamide). Run in CN(C)C=O (DMF). The yield is 12.7%. The reactants are C([O-])([O-])=O.[K+].[K+] (potassium carbonate), NC1=C(C=C(C(=C1)F)[N+](=O)[O-])NC(CCC)=O (N1-(2-amino-4-fluoro-5-nitrophenyl)butane amide), C1=NC=CC=2C(=CC=CC12)S (5-Isoquinolinethiol). Reaction conditions: temperature 90 celsius, time 6 hour. RXN SMILES: [CH:1]1[C:10]2[CH:9]=[CH:8][CH:7]=[C:6]([SH:11])[C:5]=2[CH:4]=[CH:3][N:2]=1.C(=O)([O-])[O-].[K+].[K+].[NH2:18][C:19]1[CH:24]=[C:23](F)[C:22]([N+:26]([O-:28])=[O:27])=[CH:21][C:20]=1[NH:29][C:30](=[O:34])[CH2:31][CH2:32][CH3:33]>CN(C=O)C>[NH2:18][C:19]1[CH:24]=[C:23]([S:11][C:6]2[CH:7]=[CH:8][CH:9]=[C:10]3[C:5]=2[CH:4]=[CH:3][N:2]=[CH:1]3)[C:22]([N+:26]([O-:28])=[O:27])=[CH:21][C:20]=1[NH:29][C:30](=[O:34])[CH2:31][CH2:32][CH3:33] |f:1.2.3|. Procedure details: 5-Isoquinolinethiol 500 mg (3.1 mmol) was dissolved in DMF 20 ml, potassium carbonate 1.29 g (9.3 mmol) and N1-(2-amino-4-fluoro-5-nitrophenyl)butane amide 750 mg (3.1 mmol) were added, and the mixture was heated with stirring at 90° C. for 6 hours. The reaction mixture was concentrated under reduced pressure, ethyl acetate-ether was added to the resulting residue to crystallize. The crystals were collected and washed with methanol to obtain N1-[2-amino-4-(5-isoquinolylsulfanyl)-5-nitrophenyl]bu... The reactants are ClC1=NC=CC=C1 (2-chloropyridine), N1CCC(CC1)O (4-piperidinol). Yields the product N1=C(C=CC=C1)N1CCC(CC1)O (1-(Pyridin-2-yl)-4-piperidinol). The yield is 49.7%. As a reaction SMILES: Cl[C:2]1[CH:7]=[CH:6][CH:5]=[CH:4][N:3]=1.[NH:8]1[CH2:13][CH2:12][CH:11]([OH:14])[CH2:10][CH2:9]1>>[N:3]1[CH:4]=[CH:5][CH:6]=[CH:7][C:2]=1[N:8]1[CH2:13][CH2:12][CH:11]([OH:14])[CH2:10][CH2:9]1. Reported procedure: The title compound (3.5 g, 50%) was prepared as a semi solid from 2-chloropyridine (6.7 g) and 4-piperidinol (4 g) by an analogous procedure to that described in preparation 1. Starting materials: C(=O)(C(F)(F)F)O (TFA), S1C=NC=C1CN1CCN(CC1)C(=O)OC(C)(C)C (tert-Butyl 4-(thiazol-5-ylmethyl)piperazine-1-carboxylate), BrC=1C(=C(C(=NC1)N)[N+](=O)[O-])Cl (5-bromo-4-chloro-3-nitropyridin-2-amine). Run in C(Cl)Cl (DCM). Run at time 1 hour. Product: BrC=1C(=C(C(=NC1)N)[N+](=O)[O-])N1CCN(CC1)CC1=CN=CS1 (5-Bromo-3-nitro-4-(4-(thiazol-5-ylmethyl)piperazin-1-yl)pyridin-2-amine). The yield is 73.8%. RXN SMILES: [S:1]1[C:5]([CH2:6][N:7]2[CH2:12][CH2:11][N:10]([C:13](OC(C)(C)C)=O)[CH2:9][CH2:8]2)=[CH:4][N:3]=[CH:2]1.C(O)(C(F)(F)F)=O.[Br:27][C:28]1C(Cl)=[C:30]([N+:35]([O-:37])=[O:36])[C:31]([NH2:34])=[N:32][CH:33]=1>C(Cl)Cl>[Br:27][C:28]1[C:13]([N:10]2[CH2:9][CH2:8][N:7]([CH2:6][C:5]3[S:1][CH:2]=[N:3][CH:4]=3)[CH2:12][CH2:11]2)=[C:30]([N+:35]([O-:37])=[O:36])[C:31]([NH2:34])=[N:32][CH:33]=1. Reported procedure: tert-Butyl 4-(thiazol-5-ylmethyl)piperazine-1-carboxylate (0.350 g, 1.23 mmol, 1.1 eq) was dissolved in DCM (3.9 mL) and the mixture cooled in a ice-water bath before the dropwise addition of TFA (3.9 mL). Stirring was continued at this temperature for 1 h. Solvents were removed in vacuo and the resulting crude material was azeotroped with toluene and dried. The resulting 5-(piperazin-1-ylmethyl)thiazole (supposedly 0.230 g, 1.23 mmol, 1 eq) was suspended in iPrOH (2.4 mL) and DIPEA (0.70 mL). T... Reactants: C(=O)([O-])[O-].[Cs+].[Cs+] (Cs2CO3), C(C)(=O)C1C(CCCC1)=O (2-acetylcyclohexanone), NCC1N(CCC1)C(=O)OC(C)(C)C (tert-butyl 2-(aminomethyl)pyrrolidine-1-carboxylate), IC1=CC=C(C=C1)C1=NOC(=C1)C=1C(=NC=C(N1)C1=CC=C(C=C1)S(=O)(=O)C(C)C)N (3-(3-(4-iodophenyl)isoxazol-5-yl)-5-(4-(isopropylsulfonyl)phenyl)pyrazin-2-amine), C(=O)(C(F)(F)F)O (TFA). Reagents/catalysts: [Cu]I (CuI). The solvent is CN(C)C=O (DMF), C(Cl)Cl (CH2Cl2). Conditions: temperature 90 celsius, time 5 hour. Yields the product C(C)(C)S(=O)(=O)C1=CC=C(C=C1)C=1N=C(C(=NC1)N)C1=CC(=NO1)C1=CC=C(C=C1)NCC1NCCC1 (5-(4-isopropylsulfonylphenyl)-3-[3-[4-(pyrrolidin-2-ylmethylamino)phenyl]isoxazol-5-yl]pyrazin-2-amine). The yield is 21.1%. RXN SMILES: C([O-])([O-])=O.[Cs+].[Cs+].C(C1CCCCC1=O)(=O)C.[NH2:17][CH2:18][CH:19]1[CH2:23][CH2:22][CH2:21][N:20]1C(OC(C)(C)C)=O.I[C:32]1[CH:37]=[CH:36][C:35]([C:38]2[CH:42]=[C:41]([C:43]3[C:44]([NH2:61])=[N:45][CH:46]=[C:47]([C:49]4[CH:54]=[CH:53][C:52]([S:55]([CH:58]([CH3:60])[CH3:59])(=[O:57])=[O:56])=[CH:51][CH:50]=4)[N:48]=3)[O:40][N:39]=2)=[CH:34][CH:33]=1.C(O)(C(F)(F)F)=O>CN(C=O)C.C(Cl)Cl.[Cu]I>[CH:58]([S:55]([C:52]1[CH:51]=[CH:50][C:49]([C:47]2[N:48]=[C:43]([C:41]3[O:40][N:39]=[C:38]([C:35]4[CH:36]=[CH:37][C:32]([NH:17][CH2:18][CH:19]5[CH2:23][CH2:22][CH2:21][NH:20]5)=[CH:33][CH:34]=4)[CH:42]=3)[C:44]([NH2:61])=[N:45][CH:46]=2)=[CH:54][CH:53]=1)(=[O:56])=[O:57])([CH3:60])[CH3:59] |f:0.1.2|. Procedure: A reaction mixture containing CuI (43.57 mg, 0.2288 mmol), Cs2CO3 (149.1 mg, 0.4576 mmol), 2-acetylcyclohexanone (64.15 mg, 0.4576 mmol), tert-butyl 2-(aminomethyl)pyrrolidine-1-carboxylate (137.5 mg, 0.6864 mmol) and 3-(3-(4-iodophenyl)isoxazol-5-yl)-5-(4-(isopropylsulfonyl)phenyl)pyrazin-2-amine (125 mg, 0.2288 mmol) in DMF (7.500 mL) was heated at 90° C. overnight. The reaction mixture was cooled to rt and partitioned between ethyl acetate (5 mL) and water (5 mL) and the layers separated. The... The reactants are ClC1=C(C=C(C=C1)C(F)(F)F)C#CC(CF)(O)CF (4-(2-chloro-5-trifluoromethylphenyl)-1-fluoro-2-fluoromethyl-3-butyn-2-ol), N1=CC=CC=C1 (pyridine). The reagents and catalysts are C([O-])([O-])=O.[Ba+2].[Pd+2].C([O-])([O-])=O (palladium-barium carbonate). Run in C(C)(=O)OCC (ethyl acetate). Conditions: time 10 day. The product is ClC1=C(C=C(C=C1)C(F)(F)F)\C=C/C(CF)(O)CF (4-(2-chloro-5-trifluoromethylphenyl)-1-fluoro-2-fluoromethyl-3-cis-buten-2-ol). Isolated yield 98.2%. RXN SMILES: [Cl:1][C:2]1[CH:7]=[CH:6][C:5]([C:8]([F:11])([F:10])[F:9])=[CH:4][C:3]=1[C:12]#[C:13][C:14]([CH2:18][F:19])([OH:17])[CH2:15][F:16].N1C=CC=CC=1>C(=O)([O-])[O-].[Ba+2].[Pd+2].C(=O)([O-])[O-].C(OCC)(=O)C>[Cl:1][C:2]1[CH:7]=[CH:6][C:5]([C:8]([F:11])([F:10])[F:9])=[CH:4][C:3]=1/[CH:12]=[CH:13]\[C:14]([CH2:18][F:19])([OH:17])[CH2:15][F:16] |f:2.3.4.5|. Procedure: A mixture of 4-(2-chloro-5-trifluoromethylphenyl)-1-fluoro-2-fluoromethyl-3-butyn-2-ol (44.5 g), 5% palladium-barium carbonate (6.6 g), pyridine (2.3 g) and ethyl acetate (500 ml) was stirred under a hydrogen atmosphere at room temperature for 10 days. The catalyst was filtered off from the reaction mixture; subsequent concentrating under reduced pressure gave 4-(2-chloro-5-trifluoromethylphenyl)-1-fluoro-2-fluoromethyl-3-cis-buten-2-ol (44.0 g). Reactants: C1(=CC=CC=C1)C=1N=C(SC1)C=1C=[N+](C=CC1)[O-] (3-(4-phenylthiazol-2-yl)pyridine-N-oxide), C(C)(=O)OC(C)=O (acetic anhydride). Product: O=C1NC=CC=C1C=1SC=C(N1)C1=CC=CC=C1 (2-(2-oxopyridin-3-yl)4-phenylthiazole). As a reaction SMILES: [C:1]1([C:7]2[N:8]=[C:9]([C:12]3[CH:13]=[N+:14]([O-])[CH:15]=[CH:16][CH:17]=3)[S:10][CH:11]=2)[CH:6]=[CH:5][CH:4]=[CH:3][CH:2]=1.C(OC(=O)C)(=[O:21])C>>[O:21]=[C:13]1[C:12]([C:9]2[S:10][CH:11]=[C:7]([C:1]3[CH:6]=[CH:5][CH:4]=[CH:3][CH:2]=3)[N:8]=2)=[CH:17][CH:16]=[CH:15][NH:14]1. Procedure details: In 25 ml of acetic anhydride was dissolved 2.8 g of 3-(4-phenylthiazol-2-yl)pyridine-N-oxide. The solution was refluxed for 6 hours with heating. The solvent was removed by distillation. The residue was treated with ammonia water and extracted with dichloromethane. The extract was water-washed, dried and subjected to solvent removal by distillation. The residue was mixed with a small amount of dichloromethane. The resulting crystals were collected by filtration and recrystallized from methanol t...